describe an organic reaction: reactants, conditions, products, and yield From a dataset of the Open Reaction Database (ORD), a public repository of structured organic reaction records. The reactants are CC1([C@H]2CCC3(C(C3)C(=O)OCC)[C@@H]1C2)C (Ethyl (1R,5S)-6,6-dimethylspiro[bicyclo[3.1.1]heptane-2,1′-cyclopropane]-2′-carboxylate), C1(CC12CCCCC2)C(=O)OCC (Ethyl spiro[2.5]octane-1-carboxylate). Yields the product CC1([C@H]2CCC3(C(C3)C(=O)O)[C@@H]1C2)C ((1R,5 S)-6,6-dimethylspiro[bicyclo[3.1.1]heptane-2,1′-cyclopropane]-2′-carboxylic acid). RXN SMILES: [CH3:1][C:2]1([CH3:16])[C@H:14]2[CH2:15][C@@H:3]1[CH2:4][CH2:5][C:6]12[CH2:8][CH:7]1[C:9]([O:11]CC)=[O:10].C1(C(OCC)=O)C2(CCCCC2)C1>>[CH3:1][C:2]1([CH3:16])[C@H:14]2[CH2:15][C@@H:3]1[CH2:4][CH2:5][C:6]12[CH2:8][CH:7]1[C:9]([OH:11])=[O:10]. Procedure details: The title compound was prepared as described in Example 1B substituting the product from Example 15A for the product from Example 1A. MS m/z 212 (M+NH4)+. Starting materials: CC1=CC=C(C=C1)S(=O)(=O)OCC1=NOC(=C1)C=1C(=NC=CC1)N(C(=O)OC(C)(C)C)C(=O)OC(C)(C)C ((5-{2-[bis(tert-butoxycarbonyl)amino]pyridin-3-yl}isoxazol-3-yl)methyl 4-methylbenzenesulfonate), N1=C(C=CC=C1)OCC1=CC=C(C=C1)B(O)O ({4-[(pyridin-2-yloxy)methyl]phenyl}boronic acid), P(=O)([O-])([O-])[O-].[K+].[K+].[K+] (potassium phosphate), C1(=CC=CC=C1)P(C1=CC=CC=C1)C1=CC=CC=C1 (triphenylphosphine), (5-{2-[bis(tert-butoxycarbonyl)amino]pyridin-3-yl}isoxazol-3-yl)methyl 4-methyl benzenesulfonate, CC1=NOC(=C1)C=1C(=NC=CC1)N(C(=O)OC(C)(C)C)C(=O)OC(C)(C)C (di-tert-butyl [3-(3-methylisoxazol-5-yl)pyridin-2-yl]imidodicarbonate). The reagents and catalysts are C(C)(=O)[O-].[Pd+2].C(C)(=O)[O-] (palladium acetate). The solvent is C1(=CC=CC=C1)C (toluene), O (water), C(C)(=O)OCC (ethyl acetate). Run at temperature 90 celsius, time 16 hour. Product: N1=C(C=CC=C1)OCC1=CC=C(CC2=NOC(=C2)C=2C(=NC=CC2)N(C(=O)OC(C)(C)C)C(=O)OC(C)(C)C)C=C1 (di-tert-butyl [3-(3-{4-[(pyridin-2-yloxy)methyl]benzyl}isoxazol-5-yl)pyridin-2-yl]imidodicarbonate). RXN SMILES: CC1C=CC(S(O[CH2:12][C:13]2[CH:17]=[C:16]([C:18]3[C:19]([N:24]([C:32]([O:34][C:35]([CH3:38])([CH3:37])[CH3:36])=[O:33])[C:25]([O:27][C:28]([CH3:31])([CH3:30])[CH3:29])=[O:26])=[N:20][CH:21]=[CH:22][CH:23]=3)[O:15][N:14]=2)(=O)=O)=CC=1.[N:39]1[CH:44]=[CH:43][CH:42]=[CH:41][C:40]=1[O:45][CH2:46][C:47]1[CH:52]=[CH:51][C:50](B(O)O)=[CH:49][CH:48]=1.P([O-])([O-])([O-])=O.[K+].[K+].[K+].C1(P(C2C=CC=CC=2)C2C=CC=CC=2)C=CC=CC=1.CC1C=C(C2C(N(C(OC(C)(C)C)=O)C(OC(C)(C)C)=O)=NC=CC=2)ON=1>C([O-])(=O)C.[Pd+2].C([O-])(=O)C.O.C(OCC)(=O)C.C1(C)C=CC=CC=1>[N:39]1[CH:44]=[CH:43][CH:42]=[CH:41][C:40]=1[O:45][CH2:46][C:47]1[CH:52]=[CH:51][C:50]([CH2:12][C:13]2[CH:17]=[C:16]([C:18]3[C:19]([N:24]([C:32]([O:34][C:35]([CH3:38])([CH3:37])[CH3:36])=[O:33])[C:25]([O:27][C:28]([CH3:31])([CH3:29])[CH3:30])=[O:26])=[N:20][CH:21]=[CH:22][CH:23]=3)[O:15][N:14]=2)=[CH:49][CH:48]=1 |f:2.3.4.5,8.9.10|. Procedure details: Under a nitrogen atmosphere, to a mixture of (5-{2-[bis(tert-butoxycarbonyl)amino]pyridin-3-yl}isoxazol-3-yl)methyl 4-methylbenzenesulfonate (82 mg, 0.15 mmol), {4-[(pyridin-2-yloxy)methyl]phenyl}boronic acid (34 mg, 0.15 mmol), potassium phosphate (35 mg, 0.17 mmol), triphenylphosphine (7.9 mg, 0.03 mmol), and toluene (1.0 mL) was added palladium acetate (1.7 mg, 5 mol %), which was stirred for 16 hours at 90° C. After cooling, ethyl acetate and water were added thereto, and the mixture was tra... Reactants: OC1=C(C=C(C=C1)CC(=O)O)OC (4-hydroxy-3-methoxyphenylacetic acid), FC1=C(C(=C(C(=C1O)F)F)F)F (pentafluorophenol), Cl.C(C)N=C=NCCCN(C)C (1-ethyl-3-(3-dimethylaminopropyl)-carbodiimide hydrochloride). Run in C(Cl)Cl (methylene chloride). Run at time 18 hour. The product is FC1=C(C(=C(C(=C1OC(CC1=CC(=C(C=C1)O)OC)=O)F)F)F)F (4-hydroxy-3-methoxyphenylacetic acid pentafluorophenyl ester). Isolated yield 98.2%. As a reaction SMILES: [OH:1][C:2]1[CH:7]=[CH:6][C:5]([CH2:8][C:9]([OH:11])=[O:10])=[CH:4][C:3]=1[O:12][CH3:13].[F:14][C:15]1[C:20](O)=[C:19]([F:22])[C:18]([F:23])=[C:17]([F:24])[C:16]=1[F:25].Cl.C(N=C=NCCCN(C)C)C>C(Cl)Cl>[F:14][C:15]1[C:20]([O:10][C:9](=[O:11])[CH2:8][C:5]2[CH:6]=[CH:7][C:2]([OH:1])=[C:3]([O:12][CH3:13])[CH:4]=2)=[C:19]([F:22])[C:18]([F:23])=[C:17]([F:24])[C:16]=1[F:25] |f:2.3|. Reported procedure: A mixture of 4-hydroxy-3-methoxyphenylacetic acid (4.65 g), pentafluorophenol (4.2 g), 1-ethyl-3-(3-dimethylaminopropyl)-carbodiimide hydrochloride (4.9 g) and methylene chloride (50 ml) was stirred at room temperature for 18 hours. The reaction solution was washed with water, and the organic layer was dried over sodium sulfate, and the solvent was evaporated under reduced pressure. The residue was purified by silica gel column chromatography (eluent: gradient from 0% to 100% hexane/ethyl acetat... The reactants are C(C1=CC=CC=C1)OC1=C(CCNC2=CC=C(C(=O)OCC)C=C2)C=C(C=C1)Br (Ethyl 4-[N-(2-benzyloxy-5-bromophenethyl)amino]benzoate), C(C1=CC=CC=C1)OC1=C(CCN(C)C2=CC=C(C(=O)OCC)C=C2)C=C(C=C1)Br (ethyl 4-[N-(2-benzyloxy-5-bromophenethyl)-N-methylamino]benzoate), CI (methyl iodide). Yields the product C(C1=CC=CC=C1)OC1=C(CCN(C)C2=CC=C(C(=O)O)C=C2)C=C(C=C1)Br (4-[N-(2-Benzyloxy-5-bromophenethyl)-N-methylamino]benzoic acid). RXN SMILES: C(OC1C=CC(Br)=CC=1CCNC1C=CC(C(OCC)=O)=CC=1)C1C=CC=CC=1.[CH2:30]([O:37][C:38]1[CH:58]=[CH:57][C:56]([Br:59])=[CH:55][C:39]=1[CH2:40][CH2:41][N:42]([C:44]1[CH:54]=[CH:53][C:47]([C:48]([O:50]CC)=[O:49])=[CH:46][CH:45]=1)[CH3:43])[C:31]1[CH:36]=[CH:35][CH:34]=[CH:33][CH:32]=1.CI>>[CH2:30]([O:37][C:38]1[CH:58]=[CH:57][C:56]([Br:59])=[CH:55][C:39]=1[CH2:40][CH2:41][N:42]([C:44]1[CH:45]=[CH:46][C:47]([C:48]([OH:50])=[O:49])=[CH:53][CH:54]=1)[CH3:43])[C:31]1[CH:32]=[CH:33][CH:34]=[CH:35][CH:36]=1. Procedure details: Ethyl 4-[N-(2-benzyloxy-5-bromophenethyl)amino]benzoate was converted to ethyl 4-[N-(2-benzyloxy-5-bromophenethyl)-N-methylamino]benzoate using a similar method to that described in Example 41(D) except methyl iodide was used in place of iodoethane. Starting materials: C(Cl)Cl.CCCCCC (CH2Cl2 hexane), C(C)N1C=2C=CC=CC2C=2C3=C(C=CC12)C=C(N3)C(=O)OCC (ethyl 6-ethyl-1,6-dihydropyrrolo[3,2-c]carbazole-2-carboxylate). Product: C(C)N1C=2C=CC=CC2C=2C3=C(C=CC12)C=C(N3C)C(=O)OCC (ethyl 6-ethyl-1,6-dihydro-1-methylpyrrolo[3,2-c]carbazole-2-carboxylate). The yield is 90.5%. Reaction SMILES: [CH2:1]([N:3]1[C:15]2[CH:14]=[CH:13][C:12]3[CH:16]=[C:17]([C:19]([O:21][CH2:22][CH3:23])=[O:20])[NH:18][C:11]=3[C:10]=2[C:9]2[CH:8]=[CH:7][CH:6]=[CH:5][C:4]1=2)[CH3:2].[CH2:24](Cl)Cl.CCCCCC>>[CH2:1]([N:3]1[C:15]2[CH:14]=[CH:13][C:12]3[CH:16]=[C:17]([C:19]([O:21][CH2:22][CH3:23])=[O:20])[N:18]([CH3:24])[C:11]=3[C:10]=2[C:9]2[CH:8]=[CH:7][CH:6]=[CH:5][C:4]1=2)[CH3:2] |f:1.2|. Procedure: Using the procedure outlined in Example 34A, ethyl 6-ethyl-1,6-dihydropyrrolo[3,2-c]carbazole-2-carboxylate (H.G. Pars Pharmaceutical Laboratories, Inc.) gave a 90.5% yield of ethyl 6-ethyl-1,6-dihydro-1-methylpyrrolo[3,2-c]carbazole-2-carboxylate, mp 115.5°-116°, (CH2Cl2 /hexane), (C,H,N). The reactants are C(C)(C)(C)OC (methyl tert-butyl ether), CC1(OB(OC1(C)C)C=1C=NNC1)C (4-(4,4,5,5-tetramethyl-1,3,2-dioxaborolan-2-yl)-1H-pyrazole), C(#N)C=C1CN(C1)C1=CC=C(C(=O)NC(C)C)C=C1 (4-[3-(cyanomethylene)azetidin-1-yl]-N-isopropylbenzamide), N12CCCCCC2=NCCC1 (1,8-diazabicyclo[5.4.0]undec-7-ene). Yield: 90.2%. The solvent is C(C)(C)O (isopropyl alcohol). Run at temperature 70 celsius, time 1 hour. Procedure: A mixture of 4-(4,4,5,5-tetramethyl-1,3,2-dioxaborolan-2-yl)-1H-pyrazole (2.98 g, 15.3 mmol), 4-[3-(cyanomethylene)azetidin-1-yl]-N-isopropylbenzamide (4.00 g, 15.7 mmol) and 1,8-diazabicyclo[5.4.0]undec-7-ene (1.17 g, 7.68 mmol) in isopropyl alcohol (10 mL) was heated at 70° C. for 1 h. The mixture was cooled down to 35° C. To the suspension was added 30 ml of methyl tert-butyl ether (MTBE), and stirred at room temperature for 1 h. The precipitates formed was collected by filtration, washed wit... As a reaction SMILES: [CH3:1][C:2]1([CH3:14])[C:6]([CH3:8])([CH3:7])[O:5][B:4]([C:9]2[CH:10]=[N:11][NH:12][CH:13]=2)[O:3]1.[C:15]([CH:17]=[C:18]1[CH2:21][N:20]([C:22]2[CH:33]=[CH:32][C:25]([C:26]([NH:28][CH:29]([CH3:31])[CH3:30])=[O:27])=[CH:24][CH:23]=2)[CH2:19]1)#[N:16].N12CCCN=C1CCCCC2.C(OC)(C)(C)C>C(O)(C)C>[C:15]([CH2:17][C:18]1([N:12]2[CH:13]=[C:9]([B:4]3[O:5][C:6]([CH3:7])([CH3:8])[C:2]([CH3:14])([CH3:1])[O:3]3)[CH:10]=[N:11]2)[CH2:21][N:20]([C:22]2[CH:33]=[CH:32][C:25]([C:26]([NH:28][CH:29]([CH3:30])[CH3:31])=[O:27])=[CH:24][CH:23]=2)[CH2:19]1)#[N:16]. Product: C(#N)CC1(CN(C1)C1=CC=C(C(=O)NC(C)C)C=C1)N1N=CC(=C1)B1OC(C(O1)(C)C)(C)C (4-{3-(Cyanomethyl)-3-[4-(4,4,5,5-tetramethyl-1,3,2-dioxaborolan-2-yl)-1H-pyrazol-1-yl]azetidin-1-yl}-N-isopropylbenzamide). The reactants are S(=O)([O-])S(=O)[O-].[Na+].[Na+] (sodium hydrosulfite), C[N+]1(CCOCC1)[O-] (N-Methylmorpholine-N-oxide), O (water), C(C=C)O[C@@H]1C[C@H]2CC[C@H]3[C@]4(CC[C@@H]([C@@]4(C)CC[C@@H]3[C@]2(CC1)C)C1=COC=C1)O (3β-prop-2-enoxy-17β(3-furyl)-5β-androstan-14β-ol). The reagents and catalysts are [Os](=O)(=O)(=O)=O (osmium tetroxide). Solvent: C(C)(C)(C)O (tert-butanol), CC(=O)C (acetone). Run at time 20 hour. The product is OC(CO[C@@H]1C[C@H]2CC[C@H]3[C@]4(CC[C@@H]([C@@]4(C)CC[C@@H]3[C@]2(CC1)C)C1=COC=C1)O)CO (3β-(2,3-dihydroxypropoxy)-17β-(3-furyl)-5β-androstan-14β-ol). RXN SMILES: C[N+]1([O-])CC[O:5]CC1.[OH2:9].[CH2:10]([O:13][C@H:14]1[CH2:31][CH2:30][C@@:29]2([CH3:32])[C@H:16]([CH2:17][CH2:18][C@@H:19]3[C@@H:28]2[CH2:27][CH2:26][C@@:24]2([CH3:25])[C@:20]3([OH:38])[CH2:21][CH2:22][C@@H:23]2[C:33]2[CH:37]=[CH:36][O:35][CH:34]=2)[CH2:15]1)[CH:11]=[CH2:12].S(S([O-])=O)([O-])=O.[Na+].[Na+]>C(O)(C)(C)C.[Os](=O)(=O)(=O)=O.CC(C)=O>[OH:9][CH:11]([CH2:12][OH:5])[CH2:10][O:13][C@H:14]1[CH2:31][CH2:30][C@@:29]2([CH3:32])[C@H:16]([CH2:17][CH2:18][C@@H:19]3[C@@H:28]2[CH2:27][CH2:26][C@@:24]2([CH3:25])[C@:20]3([OH:38])[CH2:21][CH2:22][C@@H:23]2[C:33]2[CH:37]=[CH:36][O:35][CH:34]=2)[CH2:15]1 |f:3.4.5|. Procedure: To a mixture of 0.70 g of N-Methylmorpholine-N-oxide, 6.5 ml of water, 13.7 ml of acetone and 1.64 ml of a 0.06 M ethereal osmium tetroxide solution, 2.0 g of 3β-prop-2-enoxy-17β(3-furyl)-5β-androstan-14β-ol, prepared as an intermediate in Ex.2, dissolved in 29 ml of tert-butanol were added at room temperature. The mixture was left on standing for 20 hrs, 50 ml of a saturated sodium hydrosulfite solution and 2.0 g of celite were added, the mixture was stirred for 2 hrs and then filtered. The org...